describe an organic reaction: reactants, conditions, products, and yield From a dataset of the Open Reaction Database (ORD), a public repository of structured organic reaction records. The reactants are C1CCOC1, CNC, CC(=O)Nc1nc(CCl)cs1. Yields the product CC(=O)Nc1nc(CN(C)C)cs1. RXN SMILES: [CH2:15]1[O:16][CH2:17][CH2:18][CH2:19]1.[CH3:12][NH:13][CH3:14].[Cl:1][CH2:2][c:3]1[n:4][c:5]([NH:8][C:9]([CH3:10])=[O:11])[s:6][cH:7]1>>[CH2:2]([c:3]1[n:4][c:5]([NH:8][C:9]([CH3:10])=[O:11])[s:6][cH:7]1)[N:13]([CH3:12])[CH3:14]. Starting materials: CCOC(=O)C=CC(C)C(CC(CO)O[Si](C)(C)C(C)(C)C)O[Si](C)(C)C(C)(C)C, ClCCl. Product: CCOC(=O)C=CC(C)C(CC(C=O)O[Si](C)(C)C(C)(C)C)O[Si](C)(C)C(C)(C)C. As a reaction SMILES: [CH2:1]([CH3:2])[O:3][C:4]([CH:5]=[CH:6][CH:7]([CH:8]([CH2:9][CH:10]([CH2:11][OH:12])[O:13][Si:14]([CH3:15])([CH3:16])[C:17]([CH3:18])([CH3:19])[CH3:20])[O:21][Si:22]([CH3:23])([CH3:24])[C:25]([CH3:26])([CH3:27])[CH3:28])[CH3:29])=[O:30].[Cl:31][CH2:32][Cl:33]>>[CH2:1]([CH3:2])[O:3][C:4]([CH:5]=[CH:6][CH:7]([CH:8]([CH2:9][CH:10]([CH:11]=[O:12])[O:13][Si:14]([CH3:15])([CH3:16])[C:17]([CH3:18])([CH3:19])[CH3:20])[O:21][Si:22]([CH3:23])([CH3:24])[C:25]([CH3:26])([CH3:27])[CH3:28])[CH3:29])=[O:30]. The reactants are N1CCCC1 (Pyrrolidine), C1=NC=C(C2=CC=CC=C12)C=1C=C2C(=NC1)NN=C2C2=NC1=C(N2)C=CC=C1CO ([2-(5-isoquinolin-4-yl-1H-pyrazolo[3,4-b]pyridin-3-yl)-1H-benzoimidazol-4-yl]-methanol), CCN(C(C)C)C(C)C (DIPEA), CS(=O)(=O)Cl (Methanesulfonyl chloride). The product is N1(CCCC1)CC1=CC=CC=2NC(=NC21)C2=NNC1=NC=C(C=C12)C1=CN=CC2=CC=CC=C12 (4-[3-(4-pyrrolidin-1-ylmethyl-1H-benzoimidazol-2-yl)-1H-pyrazolo[3,4-b]pyridin-5-yl]-isoquinoline). The yield is 36.5%. Run in C1CCOC1 (THF). Conditions: temperature 0 celsius, time 3 hour. As a reaction SMILES: [CH:1]1[C:10]2[C:5](=[CH:6][CH:7]=[CH:8][CH:9]=2)[C:4]([C:11]2[CH:12]=[C:13]3[C:19]([C:20]4[NH:24][C:23]5C=[CH:26][CH:27]=[C:28](CO)[C:22]=5[N:21]=4)=[N:18][NH:17][C:14]3=[N:15][CH:16]=2)=[CH:3][N:2]=1.[CH3:31][CH2:32][N:33]([CH:37]([CH3:39])C)[CH:34]([CH3:36])C.CS(Cl)(=O)=O.N1CCCC1>C1COCC1>[N:33]1([CH2:32][C:31]2[C:23]3[N:24]=[C:20]([C:19]4[C:13]5[C:14](=[N:15][CH:16]=[C:11]([C:4]6[C:5]7[C:10](=[CH:9][CH:8]=[CH:7][CH:6]=7)[CH:1]=[N:2][CH:3]=6)[CH:12]=5)[NH:17][N:18]=4)[NH:21][C:22]=3[CH:28]=[CH:27][CH:26]=2)[CH2:34][CH2:36][CH2:39][CH2:37]1. Reported procedure: A suspension of Compound 3 (30 mg, 0.08 mmol) and DIPEA (28 μl, 0.36 mmol) in dry THF (1 mL) was cooled to 0° C. Methanesulfonyl chloride (18 μl, 0.23 mmol) was added dropwise and the mixture was stirred at 0° C. for 3 hours. Pyrrolidine (32 μl 0.39 mmol) was added and the suspension was gradually warmed to room temperature and stirred for 2 hours. The reaction was quenched with water (0.1 mL) and the solvent was removed in vacuo. The crude product was purified by silica gel chromatography to gi...